This data is from the Open Reaction Database (ORD), a public repository of structured organic reaction records. The task is: describe an organic reaction: reactants, conditions, products, and yield Starting materials: COc1cc(P(c2ccccc2)c2ccccc2)c(Br)c(OC)n1, CC(C)=O, OO. Product: COc1cc(P(=O)(c2ccccc2)c2ccccc2)c(Br)c(OC)n1. RXN SMILES: [CH3:1][O:2][c:3]1[n:4][c:5]([O:23][CH3:24])[cH:6][c:7]([P:10]([c:11]2[cH:12][cH:13][cH:14][cH:15][cH:16]2)[c:17]2[cH:18][cH:19][cH:20][cH:21][cH:22]2)[c:8]1[Br:9].[CH3:27][C:28](=[O:29])[CH3:30].[OH:25][OH:26]>>[CH3:1][O:2][c:3]1[n:4][c:5]([O:23][CH3:24])[cH:6][c:7]([P:10]([c:11]2[cH:12][cH:13][cH:14][cH:15][cH:16]2)([c:17]2[cH:18][cH:19][cH:20][cH:21][cH:22]2)=[O:25])[c:8]1[Br:9]. Reactants: CN(C)C=O, ClCCl, N#Cc1cc(F)ccc1F, [Na], c1nc[nH]n1. The product is N#Cc1cc(F)ccc1-n1cncn1. RXN SMILES: [CH3:17][N:18]([CH3:19])[CH:20]=[O:21].[Cl:22][CH2:23][Cl:24].[F:1][c:2]1[c:3]([C:4]#[N:5])[cH:6][c:7]([F:10])[cH:8][cH:9]1.[Na:11].[nH:12]1[n:13][cH:14][n:15][cH:16]1>>[c:2]1(-[n:12]2[n:13][cH:14][n:15][cH:16]2)[c:3]([C:4]#[N:5])[cH:6][c:7]([F:10])[cH:8][cH:9]1. Starting materials: [C-]#N.[Na+] (Sodium cyanide), ClC1=C(CBr)C=C(C=C1)OC (2-chloro-5-methoxy benzyl bromide), C(C)O (ethanol). Run in O (water), O (water). Conditions: temperature 50 celsius, time 1 hour. Product: ClC1=C(C=C(C=C1)OC)CC#N (2-chloro-5-methoxy-phenylacetonitrile). As a reaction SMILES: [C-:1]#[N:2].[Na+].[Cl:4][C:5]1[CH:12]=[CH:11][C:10]([O:13][CH3:14])=[CH:9][C:6]=1[CH2:7]Br.C(O)C>O>[Cl:4][C:5]1[CH:12]=[CH:11][C:10]([O:13][CH3:14])=[CH:9][C:6]=1[CH2:7][C:1]#[N:2] |f:0.1|. Reported procedure: Sodium cyanide (10.4 g) was added portionwise to a stirred solution of the above benzyl bromide (25 g) in a 2:1 mixture of ethanol and water (250 ml). The mixture was stirred for one hour at 50° C., poured into water and extracted with ether. The extract gave 2-chloro-5-methoxy-phenylacetonitrile (m.p. 62°-65° C.). 10M Boranemethylsulphide complex (11.3 ml) was added dropwise under nitrogen to a refluxing solution of the above phenylacetonitrile (18.6 g) in tetrahydrofuran (150 ml). The mixture ... Reactants: C1CCNCC1, ClC1=CC=C(NC(O[C@]2(C#CC3CC3)C(F)(F)F)=O)C2=C1. Reagents/catalysts: CC(C)(C)[O-].[Na+], CC1=CC=CC=C1P(C2=CC=CC=C2C)C3=CC=CC=C3C.CC1=CC=CC=C1P(C2=CC=CC=C2C)C3=CC=CC=C3C.Cl[Pd]Cl. Run in CC1=CC=CC=C1  , CC1=CC=CC=C1  . Run at temperature 100 celsius, time 16 hour. Product: O=C1NC2=CC=C(N3CCCCC3)C=C2[C@@](C#CC4CC4)(C(F)(F)F)O1. Yield: 0.0%. Reactants: [Mg] (magnesium), II (iodine), BrCCBr (1,2-dibromoethane), P(OCC)(OCC)[O-] (diethyl phosphite), BrC1=CC(=C(N(C)C)C(=C1)CC)CC (4-bromo-2,6-diethyl-N,N-dimethylaniline). Solvent: O (Water), O1CCCC1 (tetrahydrofuran), O1CCCC1 (tetrahydrofuran), O1CCCC1 (tetrahydrofuran), C(C)(=O)OCC (ethyl acetate). Conditions: temperature 40 celsius, time 1 hour. The product is CN(C1=C(C=C(C=C1CC)P(C1=CC(=C(C(=C1)CC)N(C)C)CC)=O)CC)C (bis(4-dimethylamino-3,5-diethylphenyl)phosphine oxide). The yield is 72.0%. As a reaction SMILES: [Mg].II.Br[CH2:5][CH2:6]Br.Br[C:9]1[CH:17]=[C:16]([CH2:18][CH3:19])[C:12]([N:13]([CH3:15])[CH3:14])=[C:11]([CH2:20][CH3:21])[CH:10]=1.[P:22]([O-:29])(OCC)OCC>O1CCCC1.C(OCC)(=O)C.O>[CH3:14][N:13]([CH3:15])[C:12]1[C:11]([CH2:20][CH3:21])=[CH:10][C:9]([PH:22](=[O:29])[C:9]2[CH:17]=[C:16]([CH2:18][CH3:19])[C:12]([N:13]([CH3:15])[CH3:14])=[C:11]([CH2:20][CH3:21])[CH:10]=2)=[CH:17][C:16]=1[CH2:5][CH3:6]. Procedure: Under an argon atmosphere, a solution of magnesium (2.8 g, 1.0 equivalent), a small amount of iodine and a small amount of 1,2-dibromoethane in tetrahydrofuran (15 mL) was stirred at room temperature for 30 min. A solution of 4-bromo-2,6-diethyl-N,N-dimethylaniline (29.4 g, 0.115 moL) synthesized in Reference Example 3 in tetrahydrofuran (50 mL) was added to the mixture at 20° C. to 25° C. over 1 hr, and the mixture was stirred at 40° C. for 1 hr. Then, a solution of diethyl phosphite (4.01 g, 0...